This data is from the Open Reaction Database (ORD), a public repository of structured organic reaction records. The task is: describe an organic reaction: reactants, conditions, products, and yield The reactants are C(C1=CC=CC=C1)OC1=C(N(C=CC1=O)CCOC(C(C)(C)C)=O)C (3-Benzyloxy-2-methyl-1-(2-pivaloyloxyethyl)pyridin-4-one). Reagents/catalysts: [Pd] (Pd/C). The solvent is CN(C=O)C (dimethylformamide). Reaction conditions: time 24 hour. The product is OC1=C(N(C=CC1=O)CCOC(C(C)(C)C)=O)C (3-Hydroxy-2-methyl-1-(2-pivaloyloxyethyl)pyridin-4-one). The yield is 77.5%. As a reaction SMILES: C([O:8][C:9]1[C:14](=[O:15])[CH:13]=[CH:12][N:11]([CH2:16][CH2:17][O:18][C:19](=[O:24])[C:20]([CH3:23])([CH3:22])[CH3:21])[C:10]=1[CH3:25])C1C=CC=CC=1>[Pd].CN(C)C=O>[OH:8][C:9]1[C:14](=[O:15])[CH:13]=[CH:12][N:11]([CH2:16][CH2:17][O:18][C:19](=[O:24])[C:20]([CH3:22])([CH3:21])[CH3:23])[C:10]=1[CH3:25]. Reported procedure: 3-Benzyloxy-2-methyl-1-(2-pivaloyloxyethyl)pyridin-4-one (1.08 g, 0.003 mol) was hydrogenated over Pd/C catalyst in dimethylformamide (30 ml) with stirring for 24 hours. The solution was filtered and rotary evaporated to dryness to provide a crude product (1.08 g) which was flash chromatographed (silica gel, Kieselgel 60,7734, 20 mm×300 mm column, eluting with ethyl acetate:ethanol, 1:1 v/v). Rotary evaporation in vacuo at 60° C. provided the title compound in 77.46% yield as orange crystals, m.... The reactants are [Cl-].[Na+] (sodium chloride), C(C)O (ethanol), [BH4-].[Na+] (sodium borohydride), Cl.C(C1=CC=CC=C1)OC=1C(=C2CCC(C(C2=CC1)=O)NC(C)C)C=O (6-benzyloxy-5-formyl-2-isopropylamino-3,4-dihydro-1(2H)-naphthalenone hydrochloride). The solvent is C(C)(=O)OCC (ethyl acetate), C(C)(=O)OCC (ethyl acetate). Reaction conditions: time 2 hour. The product is C(C1=CC=CC=C1)OC=1C(=C2CC[C@H]([C@@H](C2=CC1)O)NC(C)C)CO (trans-6-benzyloxy-1-hydroxy-5-hydroxymethyl-2-isopropylamino-1,2,3,4-tetrahydronaphthalene). RXN SMILES: C(O)C.[BH4-].[Na+].Cl.[CH2:7]([O:14][C:15]1[C:16]([CH:30]=[O:31])=[C:17]2[C:22](=[CH:23][CH:24]=1)[C:21](=[O:25])[CH:20]([NH:26][CH:27]([CH3:29])[CH3:28])[CH2:19][CH2:18]2)[C:8]1[CH:13]=[CH:12][CH:11]=[CH:10][CH:9]=1.[Cl-].[Na+]>C(OCC)(=O)C>[CH2:7]([O:14][C:15]1[C:16]([CH2:30][OH:31])=[C:17]2[C:22](=[CH:23][CH:24]=1)[C@@H:21]([OH:25])[C@H:20]([NH:26][CH:27]([CH3:29])[CH3:28])[CH2:19][CH2:18]2)[C:8]1[CH:9]=[CH:10][CH:11]=[CH:12][CH:13]=1 |f:1.2,3.4,5.6|. Procedure: In 10 ml. of ethanol is suspended 100 mg. of sodium borohydride and, under stirring, is added 200 mg. of 6-benzyloxy-5-formyl-2-isopropylamino-3,4-dihydro-1(2H)-naphthalenone hydrochloride. The mixture is agitated at room temperature for 2 hours, after which time a saturated solution of sodium chloride and ethyl acetate was added. The ethyl acetate layer is taken, washed with a saturated aqueous solution or sodium chloride and dried over anhydrous sodium sulfate. The solvent is then distilled of... Starting materials: C1(=CC=CC=C1)C=CC1=NOC(=C1)CCC=O (3-[3-(2-phenylvinyl)isoxazol-5-yl]propanal), C1(=CC=CC=C1)N1CCNCC1 (1-phenylpiperazine), [BH-](OC(=O)C)(OC(=O)C)OC(=O)C.[Na+] (NaBH(OAc)3). Run in C(Cl)Cl (methylene chloride). Product: C1(=CC=CC=C1)N1CCN(CC1)CCCC1=CC(=NO1)C=CC1=CC=CC=C1 (5-[3-(4-Phenylpiperazinyl)propyl]-3-(2-phenylvinyl)isoxazole). Isolated yield 48.2%. As a reaction SMILES: [C:1]1([CH:7]=[CH:8][C:9]2[CH:13]=[C:12]([CH2:14][CH2:15][CH:16]=O)[O:11][N:10]=2)[CH:6]=[CH:5][CH:4]=[CH:3][CH:2]=1.[C:18]1([N:24]2[CH2:29][CH2:28][NH:27][CH2:26][CH2:25]2)[CH:23]=[CH:22][CH:21]=[CH:20][CH:19]=1.[BH-](OC(C)=O)(OC(C)=O)OC(C)=O.[Na+]>C(Cl)Cl>[C:18]1([N:24]2[CH2:29][CH2:28][N:27]([CH2:16][CH2:15][CH2:14][C:12]3[O:11][N:10]=[C:9]([CH:8]=[CH:7][C:1]4[CH:6]=[CH:5][CH:4]=[CH:3][CH:2]=4)[CH:13]=3)[CH2:26][CH2:25]2)[CH:23]=[CH:22][CH:21]=[CH:20][CH:19]=1 |f:2.3|. Reported procedure: About 2 min after dissolving 3-[3-(2-phenylvinyl)isoxazol-5-yl]propanal (20 mg, 0.09 mmol) and 1-phenylpiperazine (13.4, 0.09 mmol) in 2 mL of dry methylene chloride, were added NaBH(OAc)3 (56 mg, 0.26 mmol) and molecular sieves (5 beads). The reaction mixture was reacted for 22 hr and followed the same processes as in Example 1 to obtain 16.2 mg (49.3%) of the target compound. RXN SMILES: [CH3:47][CH2:48][O:49][C:50](=[O:51])[CH3:52].[O:53]1[CH2:54][CH2:55][CH2:56][CH2:57]1.[O:58]=[C:59]([O:60][CH:61]([CH3:62])[CH3:63])[N:64]=[N:65][C:66]([O:67][CH:68]([CH3:69])[CH3:70])=[O:71].[OH2:72].[OH:1][c:2]1[c:3]([C:4](=[O:5])[c:6]2[cH:7][c:8]3[c:13]([cH:14][cH:15]2)[O:12][C:11](=[O:16])[CH2:10][CH2:9]3)[cH:17][cH:18][c:19]([OH:21])[cH:20]1.[OH:22][CH:23]1[CH2:24][CH2:25][CH2:26][CH2:27]1.[c:28]1([P:29]([c:30]2[cH:31][cH:32][cH:33][cH:34][cH:35]2)[c:36]2[cH:37][cH:38][cH:39][cH:40][cH:41]2)[cH:42][cH:43][cH:44][cH:45][cH:46]1>>[OH:1][c:2]1[c:3]([C:4](=[O:5])[c:6]2[cH:7][c:8]3[c:13]([cH:14][cH:15]2)[O:12][C:11](=[O:16])[CH2:10][CH2:9]3)[cH:17][cH:18][c:19]([O:21][CH:23]2[CH2:24][CH2:25][CH2:26][CH2:27]2)[cH:20]1. Yields the product O=C1CCc2cc(C(=O)c3ccc(OC4CCCC4)cc3O)ccc2O1. The reactants are CCOC(C)=O, C1CCOC1, CC(C)OC(=O)N=NC(=O)OC(C)C, O, O=C1CCc2cc(C(=O)c3ccc(O)cc3O)ccc2O1, OC1CCCC1, c1ccc(P(c2ccccc2)c2ccccc2)cc1. The reactants are CC(CC[C@H]1N(CC[C@@H](C1)C1=CC(NO1)=O)C(=O)OC)(C)C ((2R,4S)-Methyl 2-(3,3-dimethylbutyl)-4-(3-oxo-2,3-dihydroisoxazol-5-yl)piperidine-1-carboxylate). Solvent: Br (hydrogen bromide). Reaction conditions: time 18 hour. Product: CC(CC[C@H]1NCC[C@@H](C1)C1=CC(NO1)=O)(C)C (5-((2R,4S)-2-(3,3-Dimethylbutyl)piperidin-4-yl)isoxazol-3(2H)-one). Yield: 78.9%. RXN SMILES: [CH3:1][C:2]([CH3:22])([CH3:21])[CH2:3][CH2:4][C@@H:5]1[CH2:10][C@@H:9]([C:11]2[O:15][NH:14][C:13](=[O:16])[CH:12]=2)[CH2:8][CH2:7][N:6]1C(OC)=O>Br>[CH3:1][C:2]([CH3:22])([CH3:21])[CH2:3][CH2:4][C@@H:5]1[CH2:10][C@@H:9]([C:11]2[O:15][NH:14][C:13](=[O:16])[CH:12]=2)[CH2:8][CH2:7][NH:6]1. Reported procedure: (2R,4S)-Methyl 2-(3,3-dimethylbutyl)-4-(3-oxo-2,3-dihydroisoxazol-5-yl)piperidine-1-carboxylate (62 mg, 0.2 mmol) was dissolved in hydrogen bromide (33% in acetic acid, 4 mL) and the mixture was stirred at room temperature for 18 h. The solvent was evaporated and the compound was purified by preparative HPLC on a XBridge C18 column (10 μm 250×19 ID mm) using a gradient of 5-30% Acetonitrile in H2O/MeCN/NH3 95/5/0.2 buffer over 15 minutes with a flow of 19 mL/min. 5-((2R,4S)-2-(3,3-Dimethylbutyl)... Starting materials: FC1=C(N)C=C(C(=C1)F)F (2,4,5-trifluoroaniline), CCOC(=S)[S-].[K+] (potassium ethylxanthogenate), Cl (HCl). Run at temperature 95 celsius. Yields the product FC=1C(=CC2=C(N=C(S2)S)C1)F (5,6-Difluoro-benzothiazole-2-thiol). Procedure: A mixture of 1 g (6.80 mmol) 2,4,5-trifluoroaniline and 1.33 g (8.16 mmol) potassium ethylxanthogenate in 5 mL dry N,N-dimethylformamide was heated in a 95° C. oil bath for 7 h. The reaction mixture was cooled to room temperature and diluted with water (15 mL). The mixture was acidified with aqueous HCl 2N. The precipitate was collected by filtration, washed with water and dried to provide 0.55 g (40%) of the titled compound as a light yellow solid. MS(m/e): 201.9 (M−H+). Run in O (water), CN(C=O)C (N,N-dimethylformamide). The yield is 39.8%. Reaction SMILES: F[C:2]1[CH:8]=[C:7]([F:9])[C:6]([F:10])=[CH:5][C:3]=1[NH2:4].CCO[C:14]([S-:16])=[S:15].[K+].Cl>CN(C)C=O.O>[F:10][C:6]1[C:7]([F:9])=[CH:8][C:2]2[S:15][C:14]([SH:16])=[N:4][C:3]=2[CH:5]=1 |f:1.2|. The reactants are NN1C(CN(CC1)S(=O)(=O)C1=CC2=CC=C(C=C2C=C1)Cl)=O (1-amino-4-(6-chloronaphthalene-2-sulfonyl)-2-piperazinone), N1=CC=C(C=C1)N1CCC(CC1)=O (1-(4-pyridyl)-4-piperidone), 4A. The solvent is C(C)O (ethanol). The product is ClC=1C=C2C=CC(=CC2=CC1)S(=O)(=O)N1CC(N(CC1)N=C1CCN(CC1)C1=CC=NC=C1)=O (4-(6-Chloronaphthalene-2-sulfonyl)-1-[1-(4-pyridyl)-4-piperidinylideneamino]-2-piperazinone). RXN SMILES: [NH2:1][N:2]1[CH2:7][CH2:6][N:5]([S:8]([C:11]2[CH:20]=[CH:19][C:18]3[C:13](=[CH:14][CH:15]=[C:16]([Cl:21])[CH:17]=3)[CH:12]=2)(=[O:10])=[O:9])[CH2:4][C:3]1=[O:22].[N:23]1[CH:28]=[CH:27][C:26]([N:29]2[CH2:34][CH2:33][C:32](=O)[CH2:31][CH2:30]2)=[CH:25][CH:24]=1>C(O)C>[Cl:21][C:16]1[CH:17]=[C:18]2[C:13](=[CH:14][CH:15]=1)[CH:12]=[C:11]([S:8]([N:5]1[CH2:6][CH2:7][N:2]([N:1]=[C:32]3[CH2:31][CH2:30][N:29]([C:26]4[CH:27]=[CH:28][N:23]=[CH:24][CH:25]=4)[CH2:34][CH2:33]3)[C:3](=[O:22])[CH2:4]1)(=[O:9])=[O:10])[CH:20]=[CH:19]2. Procedure details: 1-(tert-Butoxycarbonylamino)-4-(6-chloronaphthalene-2-sulfonyl)-2-piperazinone (575 mg) was combined with methanol (4 ml) and a 4N solution of hydrochloric-acid in ethyl acetate (4 ml) and stirred at room temperature for 30 minutes. The reaction mixture was concentrated and the residue obtained was combined with aqueous sodium bicarbonate, extracted with dichloromethane, dried and concentrated to obtain 1-amino-4-(6-chloronaphthalene-2-sulfonyl)-2-piperazinone as a colorless solid. A solution of... The reactants are CC(=O)NCC1CN(c2ccc([Sn](C)(C)C)c(F)c2)C(=O)O1, OCc1csc(-c2ccc(Br)cc2)n1. The product is CC(=O)NCC1CN(c2ccc(-c3ccc(-c4nc(CO)cs4)cc3)c(F)c2)C(=O)O1. As a reaction SMILES: [C:1]([CH3:2])(=[O:3])[NH:4][CH2:5][CH:6]1[CH2:7][N:8]([c:12]2[cH:13][c:14]([F:22])[c:15]([Sn:18]([CH3:19])([CH3:20])[CH3:21])[cH:16][cH:17]2)[C:9](=[O:11])[O:10]1.[OH:23][CH2:24][c:25]1[n:26][c:27](-[c:30]2[cH:31][cH:32][c:33]([Br:36])[cH:34][cH:35]2)[s:28][cH:29]1>>[C:1]([CH3:2])(=[O:3])[NH:4][CH2:5][CH:6]1[CH2:7][N:8]([c:12]2[cH:13][c:14]([F:22])[c:15](-[c:33]3[cH:32][cH:31][c:30](-[c:27]4[n:26][c:25]([CH2:24][OH:23])[cH:29][s:28]4)[cH:35][cH:34]3)[cH:16][cH:17]2)[C:9](=[O:11])[O:10]1.